Task: describe an organic reaction: reactants, conditions, products, and yield. Dataset: the Open Reaction Database (ORD), a public repository of structured organic reaction records As a reaction SMILES: [CH2:7]([CH3:8])[C:9]1([OH:32])[CH:10]([OH:31])[O:11][CH2:12][c:13]2[c:14](=[O:30])[n:15]3[c:27]([cH:28][c:29]21)-[c:18]1[c:17]([cH:26][c:25]2[c:20]([n:19]1)[cH:21][cH:22][cH:23][cH:24]2)[CH2:16]3.[CH3:34][C:35](=[O:36])[OH:37].[I+3:1]([O-:2])([O-:3])([O-:4])[O-:5].[Na+:6].[OH2:33]>>[CH2:7]([CH3:8])[C:9]([c:29]1[c:13]([CH2:12][O:11][CH:10]=[O:31])[c:14](=[O:30])[n:15]2[c:27]([cH:28]1)-[c:18]1[c:17]([cH:26][c:25]3[c:20]([n:19]1)[cH:21][cH:22][cH:23][cH:24]3)[CH2:16]2)=[O:32]. Starting materials: CCC1(O)c2cc3n(c(=O)c2COC1O)Cc1cc2ccccc2nc1-3, CC(=O)O, [O-][I+3]([O-])([O-])[O-], [Na+], O. The product is CCC(=O)c1cc2n(c(=O)c1COC=O)Cc1cc3ccccc3nc1-2. The reactants are Cl.FC1=CC2=C(NC=3SC4=C(C3C(=N2)N)C=CC=C4)C=C1 (8-fluoro-11H-12-thia-6,11-diaza-dibenzo[a,f]azulen-5-ylamine hydrochloride), COCC[C@@H]1NCCNC1 ((S)-2-(2-methoxy-ethyl)-piperazine). Run at temperature 115 celsius, time 24 hour. The product is FC1=CC2=C(NC=3SC4=C(C3C(=N2)N2C[C@@H](NCC2)CCOC)C=CC=C4)C=C1 ((S)-8-Fluoro-5-[3-(2-methoxy-ethyl)-piperazin-1-yl]-11H-12-thia-6,11-diaza-dibenzo[a,f]azulene). Yield: 18.0%. RXN SMILES: Cl.[F:2][C:3]1[CH:21]=[CH:20][C:6]2[NH:7][C:8]3[S:9][C:10]4[CH:19]=[CH:18][CH:17]=[CH:16][C:11]=4[C:12]=3[C:13]([NH2:15])=[N:14][C:5]=2[CH:4]=1.[CH3:22][O:23][CH2:24][CH2:25][C@H:26]1[CH2:31]N[CH2:29][CH2:28][NH:27]1>>[F:2][C:3]1[CH:21]=[CH:20][C:6]2[NH:7][C:8]3[S:9][C:10]4[CH:19]=[CH:18][CH:17]=[CH:16][C:11]=4[C:12]=3[C:13]([N:15]3[CH2:29][CH2:28][NH:27][C@@H:26]([CH2:25][CH2:24][O:23][CH3:22])[CH2:31]3)=[N:14][C:5]=2[CH:4]=1 |f:0.1|. Reported procedure: Following the method of Example 380 using 8-fluoro-11H-12-thia-6,11-diaza-dibenzo[a,f]azulen-5-ylamine hydrochloride (0.40 g, 1.3 mmol) and (S)-2-(2-methoxy-ethyl)-piperazine (0.36 g, 2.5 mmol), stirring at 115° C. for 24 hours, wash the separated organic layer with 0.1 N NaOH (2×), and extract the combined aqueous layers with ethyl acetate. Combine the organics and wash with a saturated solution of sodium chloride (3×), and then dry (sodium sulfate), filter, and concentrate under reduced pressu... The reactants are N1C(C=CC2=CC=CN=C12)=O (1,8-naphthyridin-2(1H)-one), [H-].[Na+] (sodium hydride), CS(=O)(=O)OCCCC1(CCN(CC1)C(=O)OC(C)(C)C)C(=O)OCC (1-tert-butyl 4-ethyl 4-(3-((methylsulfonyl)oxy)propyl)piperidine-1,4-dicarboxylate), O (water). Solvent: CN(C=O)C (N,N-dimethylformamide), CN(C=O)C (N,N-dimethylformamide), C(C)(=O)OCC (ethyl acetate). Run at temperature 57.5 celsius, time 1 hour. The product is O=C1N(C2=NC=CC=C2C=C1)CCCC1(CCN(CC1)C(=O)OC(C)(C)C)C(=O)OCC (1-tert-butyl 4-ethyl 4-(3-(2-oxo-1,8-naphthyridin-1(2H)-yl)propyl)piperidine-1,4-dicarboxylate). The yield is 63.7%. RXN SMILES: [NH:1]1[C:10]2[C:5](=[CH:6][CH:7]=[CH:8][N:9]=2)[CH:4]=[CH:3][C:2]1=[O:11].[H-].[Na+].CS(O[CH2:19][CH2:20][CH2:21][C:22]1([C:35]([O:37][CH2:38][CH3:39])=[O:36])[CH2:27][CH2:26][N:25]([C:28]([O:30][C:31]([CH3:34])([CH3:33])[CH3:32])=[O:29])[CH2:24][CH2:23]1)(=O)=O.O>CN(C)C=O.C(OCC)(=O)C>[O:11]=[C:2]1[CH:3]=[CH:4][C:5]2[C:10](=[N:9][CH:8]=[CH:7][CH:6]=2)[N:1]1[CH2:19][CH2:20][CH2:21][C:22]1([C:35]([O:37][CH2:38][CH3:39])=[O:36])[CH2:27][CH2:26][N:25]([C:28]([O:30][C:31]([CH3:32])([CH3:33])[CH3:34])=[O:29])[CH2:24][CH2:23]1 |f:1.2|. Reported procedure: To a solution of 0.15 g of 1,8-naphthyridin-2(1H)-one in 2 mL of N,N-dimethylformamide, 45 mg of 60% sodium hydride was added, and the mixture was stirred at 50 to 65° C. for 1 hour. Thereto was added a solution of 0.44 g of 1-tert-butyl 4-ethyl 4-(3-((methylsulfonyl)oxy)propyl)piperidine-1,4-dicarboxylate in 1.2 mL of N,N-dimethylformamide, and the reaction mixture was stirred at 80 to 90° C. for 1 hour 30 minutes and cooled to room temperature, and water and ethyl acetate were then added there... Reactants: CC(C)(C)OC(=O)N1CCC(COc2cc([N+](=O)[O-])ccc2Cl)CC1, O=C(O)C(F)(F)F. Product: O=[N+]([O-])c1ccc(Cl)c(OCC2CCNCC2)c1. Reaction SMILES: [C:1]([O:2][C:3](=[O:4])[N:8]1[CH2:9][CH2:10][CH:11]([CH2:14][O:15][c:16]2[c:17]([Cl:25])[cH:18][cH:19][c:20]([N+:22](=[O:23])[O-:24])[cH:21]2)[CH2:12][CH2:13]1)([CH3:5])([CH3:6])[CH3:7].[F:26][C:27]([F:28])([F:29])[C:30]([OH:31])=[O:32]>>[NH:8]1[CH2:9][CH2:10][CH:11]([CH2:14][O:15][c:16]2[c:17]([Cl:25])[cH:18][cH:19][c:20]([N+:22](=[O:23])[O-:24])[cH:21]2)[CH2:12][CH2:13]1. Starting materials: NC=1C=C(C(=O)NCCSCC=2OC(=CC2)CN(C)C)C=CC1 (3-amino-N-[2-(5-dimethylaminomethylfuran-2-ylmethylthio)ethyl]benzamide), CSC(=NC#N)SC (dimethyl cyanodithioiminocarbonate). Solvent: C(C)O (ethanol). Product: C(#N)N=C(NC=1C=C(C(=O)NCCSCC=2OC(=CC2)CN(C)C)C=CC1)SC (3-(3-cyano-2-methylisothioureido)-N-[2-(5-dimethylaminomethylfuran-2-ylmethylthio)ethyl]benzamide). The yield is 25.1%. Reaction SMILES: [NH2:1][C:2]1[CH:3]=[C:4]([CH:21]=[CH:22][CH:23]=1)[C:5]([NH:7][CH2:8][CH2:9][S:10][CH2:11][C:12]1[O:13][C:14]([CH2:17][N:18]([CH3:20])[CH3:19])=[CH:15][CH:16]=1)=[O:6].[CH3:24][S:25][C:26](SC)=[N:27][C:28]#[N:29]>C(O)C>[C:28]([N:27]=[C:26]([S:25][CH3:24])[NH:1][C:2]1[CH:3]=[C:4]([CH:21]=[CH:22][CH:23]=1)[C:5]([NH:7][CH2:8][CH2:9][S:10][CH2:11][C:12]1[O:13][C:14]([CH2:17][N:18]([CH3:19])[CH3:20])=[CH:15][CH:16]=1)=[O:6])#[N:29]. Procedure details: A mixture of 20 g of 3-amino-N-[2-(5-dimethylaminomethylfuran-2-ylmethylthio)ethyl]benzamide and 8.8 g of dimethyl cyanodithioiminocarbonate in 150 ml of absolute ethanol is heated with reflux for 30 hours, then it is concentrated under reduced pressure and the crude oil thus obtained is poured on a silica column and eluted with a mixture chloroform:methanol 4:1. The fairly pure fractions are collected and the solvent is evaporated under reduced pressure. Thus, 6.5 g of 3-(3-cyano-2-methylisothi... The reactants are CO, O=CN1C=CC=C(OCCBr)C=C1, [Li+], [N-]=[N+]=[N-]. Yields the product [N-]=[N+]=NCCOC1=CC=CN(C=O)C=C1. Reaction SMILES: [CH3:18][OH:19].[CH:1](=[O:2])[N:3]1[CH:4]=[CH:5][C:6]([O:10][CH2:11][CH2:12][Br:13])=[CH:7][CH:8]=[CH:9]1.[Li+:17].[N-:14]=[N+:15]=[N-:16]>>[CH:1](=[O:2])[N:3]1[CH:4]=[CH:5][C:6]([O:10][CH2:11][CH2:12][N:14]=[N+:15]=[N-:16])=[CH:7][CH:8]=[CH:9]1. The reactants are C(N)(=O)C=1C=C(C=CC1)CCCN1C(C=2C(C1=O)=CC=CC2)=O (N-[3-(3-carbamoylphenyl)propyl]phthalimide), C(N)(=O)C=1C=C(C=CC1)CCCN1C(C=2C(C1=O)=CC=CC2)=O (N-[3-(3-carbamoylphenyl)propyl]phthalimide), O.NN (hydrazine monohydrate), C(C)O (ethanol), Cl (hydrochloric acid), C(C)O (ethanol). Solvent: O (Water). Run at time 8 hour. Yields the product NCCCC=1C=C(C(=O)N)C=CC1 (3-(3-aminopropyl)benzamide). Isolated yield 47.7%. Reaction SMILES: [C:1]([C:4]1[CH:5]=[C:6]([CH2:10][CH2:11][CH2:12][N:13]2C(=O)C3=CC=CC=C3C2=O)[CH:7]=[CH:8][CH:9]=1)(=[O:3])[NH2:2].O.NN.C(O)C.Cl>O>[NH2:13][CH2:12][CH2:11][CH2:10][C:6]1[CH:5]=[C:4]([CH:9]=[CH:8][CH:7]=1)[C:1]([NH2:2])=[O:3] |f:1.2|. Procedure: A mixture of 15.42 g (0.05 mole) N-[3-(3-carbamoylphenyl)propyl]phthalimide (the product of step (e)), 2.76 g (0.055 mole) hydrazine monohydrate and 100 ml ethanol was refluxed for about four hours under argon with heat, and then allowed to stir overnight. The reaction mixture was acidified with 30% (v/v) hydrochloric acid to a pH of about 1. Additional ethanol (about 10 to 20 ml) was added to the thick mixture. The mixture was filtered; the solids were rinsed with ethanol. The filtrate was evap...